This data is from the Open Reaction Database (ORD), a public repository of structured organic reaction records. The task is: describe an organic reaction: reactants, conditions, products, and yield Reactants: IC1=NN(C2=NC=NC(=C21)N)C(C)C (3-iodo-1-(1-methylethyl)-1H-pyrazolo[3,4-d]pyrimidin-4-amine), FC1=C(C=C(C=C1)F)CC(=O)N1CCC2=CC(=CC=C12)B1OC(C(O1)(C)C)(C)C (1-[(2,5-difluorophenyl)acetyl]-5-(4,4,5,5-tetramethyl-1,3,2-dioxaborolan-2-yl)-2,3-dihydro-1H-indole), C([O-])(O)=O.[Na+] (sodium bicarbonate), O1CCOCC1 (dioxane). Run in O (water). Conditions: temperature 120 celsius. Product: FC1=C(C=C(C=C1)F)CC(=O)N1CCC2=CC(=CC=C12)C1=NN(C2=NC=NC(=C21)N)C(C)C (3-{1-[(2,5-difluorophenyl)acetyl]-2,3-dihydro-1H-indol-5-yl}-1-(1-methylethyl)-1H-pyrazolo[3,4-d]pyrimidin-4-amine). As a reaction SMILES: I[C:2]1[C:10]2[C:5](=[N:6][CH:7]=[N:8][C:9]=2[NH2:11])[N:4]([CH:12]([CH3:14])[CH3:13])[N:3]=1.[F:15][C:16]1[CH:21]=[CH:20][C:19]([F:22])=[CH:18][C:17]=1[CH2:23][C:24]([N:26]1[C:34]2[C:29](=[CH:30][C:31](B3OC(C)(C)C(C)(C)O3)=[CH:32][CH:33]=2)[CH2:28][CH2:27]1)=[O:25].C(=O)(O)[O-].[Na+].O1CCOCC1>O>[F:15][C:16]1[CH:21]=[CH:20][C:19]([F:22])=[CH:18][C:17]=1[CH2:23][C:24]([N:26]1[C:34]2[C:29](=[CH:30][C:31]([C:2]3[C:10]4[C:5](=[N:6][CH:7]=[N:8][C:9]=4[NH2:11])[N:4]([CH:12]([CH3:14])[CH3:13])[N:3]=3)=[CH:32][CH:33]=2)[CH2:28][CH2:27]1)=[O:25] |f:2.3|. Procedure details: To a 25 mL pressure tube was charged 3-iodo-1-(1-methylethyl)-1H-pyrazolo[3,4-d]pyrimidin-4-amine (70.9 mg, 0.234 mmol), 1-[(2,5-difluorophenyl)acetyl]-5-(4,4,5,5-tetramethyl-1,3,2-dioxaborolan-2-yl)-2,3-dihydro-1H-indole (93 mg, 0.234 mmol), 1,1′-bis(diphenylphosphino)ferrocene-palladium(II)dichloride dichloromethane complex (9.55 mg, 0.012 mmol), and sodium bicarbonate (39.3 mg, 0.468 mmol) followed by dioxane (4 mL), and water (1 mL). The reaction was heated at 120° C. for 40 min in microwave... The reactants are C(C)OC(=O)[C@H](CCC)N[C@@H](C)C(=O)O (N-[1-(S)-ethoxycarbonyl-1-butyl]-(S)-alanine), Cl (hydrogen chloride), 10, P(Cl)(Cl)(Cl)(Cl)Cl (phosphorous pentachloride). The solvent is CCCCCC (n-hexane). Run at time 1.5 hour. Product: C(C)OC(=O)[C@H](CCC)N[C@@H](C)C(=O)Cl (N-[1-(S)-ethoxycarbonyl-1-butyl]-(S)-alanyl chloride). The yield is 115.6%. Reaction SMILES: [CH2:1]([O:3][C:4]([C@@H:6]([NH:10][C@H:11]([C:13]([OH:15])=O)[CH3:12])[CH2:7][CH2:8][CH3:9])=[O:5])[CH3:2].Cl.P(Cl)(Cl)(Cl)(Cl)[Cl:18]>CCCCCC>[CH2:1]([O:3][C:4]([C@@H:6]([NH:10][C@H:11]([C:13]([Cl:18])=[O:15])[CH3:12])[CH2:7][CH2:8][CH3:9])=[O:5])[CH3:2]. Reported procedure: To a slurry of N-[1-(S)-ethoxycarbonyl-1-butyl]-(S)-alanine (III, 1.5 g, 0.0069 moles) in n-hexane (10 ml) was purged dry hydrogen chloride gas at 25-30° C. under agitation. To this was added finely grounf phosphorous pentachloride (1.8 g, 0.0086 moles) in four lots, each after an interval of 10 mns. After the complete addition the reaction mixture was agitated for 1.5 hrs. The solid precipitated was filtered, washed with hexane to give 1.88 g of the title compound (I). Reactants: ClC(c1ccccc1)(c1ccccc1)c1ccccc1, CC(C)CCCCCCCCCCCCCCOCC(O)CO, c1ccncc1. Yields the product CC(C)CCCCCCCCCCCCCCOCC(O)COC(c1ccccc1)(c1ccccc1)c1ccccc1. RXN SMILES: [C:24]([c:25]1[cH:26][cH:27][cH:28][cH:29][cH:30]1)([c:31]1[cH:32][cH:33][cH:34][cH:35][cH:36]1)([c:37]1[cH:38][cH:39][cH:40][cH:41][cH:42]1)[Cl:43].[CH3:1][CH:2]([CH2:3][CH2:4][CH2:5][CH2:6][CH2:7][CH2:8][CH2:9][CH2:10][CH2:11][CH2:12][CH2:13][CH2:14][CH2:15][CH2:16][O:17][CH2:18][CH:19]([CH2:20][OH:21])[OH:22])[CH3:23].[cH:44]1[cH:45][cH:46][n:47][cH:48][cH:49]1>>[CH3:1][CH:2]([CH2:3][CH2:4][CH2:5][CH2:6][CH2:7][CH2:8][CH2:9][CH2:10][CH2:11][CH2:12][CH2:13][CH2:14][CH2:15][CH2:16][O:17][CH2:18][CH:19]([CH2:20][O:21][C:24]([c:25]1[cH:26][cH:27][cH:28][cH:29][cH:30]1)([c:31]1[cH:32][cH:33][cH:34][cH:35][cH:36]1)[c:37]1[cH:38][cH:39][cH:40][cH:41][cH:42]1)[OH:22])[CH3:23]. Starting materials: CCCN(CCCOc1ccc2c(c1)CCC2CC(=O)OCC)c1ccc(C#N)cn1, CCNCC, CN(C)C=O, S. The product is CCCN(CCCOc1ccc2c(c1)CCC2CC(=O)OCC)c1ccc(C(N)=S)cn1. RXN SMILES: [C:1](#[N:2])[c:3]1[cH:4][cH:5][c:6]([N:9]([CH2:10][CH2:11][CH2:12][O:13][c:14]2[cH:15][c:16]3[c:20]([cH:21][cH:22]2)[CH:19]([CH2:23][C:24](=[O:25])[O:26][CH2:27][CH3:28])[CH2:18][CH2:17]3)[CH2:29][CH2:30][CH3:31])[n:7][cH:8]1.[CH2:33]([NH:34][CH2:35][CH3:36])[CH3:37].[O:38]=[CH:39][N:40]([CH3:41])[CH3:42].[SH2:32]>>[C:1]([NH2:2])([c:3]1[cH:4][cH:5][c:6]([N:9]([CH2:10][CH2:11][CH2:12][O:13][c:14]2[cH:15][c:16]3[c:20]([cH:21][cH:22]2)[CH:19]([CH2:23][C:24](=[O:25])[O:26][CH2:27][CH3:28])[CH2:18][CH2:17]3)[CH2:29][CH2:30][CH3:31])[n:7][cH:8]1)=[S:32]. Reaction SMILES: I([O-])(=O)(=O)=O.[Na+].O.[C:8]([NH:11][C@@H:12]1[C@@H:17]([CH2:18][CH:19]([OH:22])CO)[CH2:16][C:15]([C:23]([O:25][CH2:26][CH2:27][Si:28]([CH3:31])([CH3:30])[CH3:29])=[O:24])=[CH:14][C@H:13]1[O:32][CH:33]([CH3:35])[CH3:34])(=[O:10])[CH3:9]>CO>[C:8]([NH:11][C@@H:12]1[C@@H:17]([CH2:18][CH:19]=[O:22])[CH2:16][C:15]([C:23]([O:25][CH2:26][CH2:27][Si:28]([CH3:31])([CH3:30])[CH3:29])=[O:24])=[CH:14][C@H:13]1[O:32][CH:33]([CH3:35])[CH3:34])(=[O:10])[CH3:9] |f:0.1|. Isolated yield 88.5%. Reactants: I(=O)(=O)(=O)[O-].[Na+] (Sodium periodate), O (water), C(C)(=O)N[C@H]1[C@@H](C=C(C[C@@H]1CC(CO)O)C(=O)OCC[Si](C)(C)C)OC(C)C (2-(trimethylsilyl)ethyl (3R,4R,5R)-4-(acetylamino)-5-(2,3-dihydroxypropyl)-3-isopropoxy-1-cyclohexene-1-carboxylate). Run in CO (methanol). Product: C(C)(=O)N[C@H]1[C@@H](C=C(C[C@@H]1CC=O)C(=O)OCC[Si](C)(C)C)OC(C)C (2-(trimethylsilyl)ethyl (3R,4R,5R)-4-(acetylamino)-3-isopropoxy-5-(2-oxoethyl)-1-cyclohexene-1-carboxylate). Conditions: time 3 hour. Procedure details: Sodium periodate (54 mg, 0.252 mmol) and water (1.5 mL) were added to a room temperature solution of Example 10B (70 mg, 0.168 mmol) in methanol (15 mL). After stirring for 3 hours, the reaction mixture was filtered and concentrated. The concentrate was purified by flash chromatography on silica gel using ethyl acetate to afford 57 mg (92%) of the desired product. Starting materials: FC1=CC=C(C=C1)N1C(=CC=C1C1=CC=C(C=C1)[C@]1(N(CCC1)C([C@H](C(C)C)NC(OC)=O)=O)C(N)=O)C1=CC=C(C=C1)[C@]1(N(CCC1)C([C@H](C(C)C)NC(OC)=O)=O)C(N)=O (dimethyl ([1-(4-fluorophenyl)-1H-pyrrole-2,5-diyl]bis{benzene-4,1-diylcarbamoyl(2S)pyrrolidine-2,1-diyl[(2S)-3-methyl-1-oxobutane-1,2-diyl]})biscarbamate), BrN1C(CCC1=O)=O (1-bromopyrrolidine-2,5-dione). Run in C(Cl)Cl (CH2Cl2), C(Cl)Cl (CH2Cl2). Run at time 8 hour. Product: BrC1=C(N(C(=C1)C1=CC=C(C=C1)[C@]1(N(CCC1)C([C@H](C(C)C)NC(OC)=O)=O)C(N)=O)C1=CC=C(C=C1)F)C1=CC=C(C=C1)[C@]1(N(CCC1)C([C@H](C(C)C)NC(OC)=O)=O)C(N)=O (dimethyl ([3-bromo-1-(4-fluorophenyl)-1H-pyrrole-2,5-diyl]bis{benzene-4,1-diylcarbamoyl(2S)pyrrolidine-2,1-diyl[(2S)-3-methyl-1-oxobutane-1,2-diyl]})biscarbamate). The yield is 16.9%. As a reaction SMILES: [F:1][C:2]1[CH:7]=[CH:6][C:5]([N:8]2[C:12]([C:13]3[CH:18]=[CH:17][C:16]([C@:19]4([C:35](=[O:37])[NH2:36])[CH2:23][CH2:22][CH2:21][N:20]4[C:24](=[O:34])[C@@H:25]([NH:29][C:30](=[O:33])[O:31][CH3:32])[CH:26]([CH3:28])[CH3:27])=[CH:15][CH:14]=3)=[CH:11][CH:10]=[C:9]2[C:38]2[CH:43]=[CH:42][C:41]([C@:44]3([C:60](=[O:62])[NH2:61])[CH2:48][CH2:47][CH2:46][N:45]3[C:49](=[O:59])[C@@H:50]([NH:54][C:55](=[O:58])[O:56][CH3:57])[CH:51]([CH3:53])[CH3:52])=[CH:40][CH:39]=2)=[CH:4][CH:3]=1.[Br:63]N1C(=O)CCC1=O>C(Cl)Cl>[Br:63][C:10]1[CH:11]=[C:12]([C:13]2[CH:18]=[CH:17][C:16]([C@:19]3([C:35](=[O:37])[NH2:36])[CH2:23][CH2:22][CH2:21][N:20]3[C:24](=[O:34])[C@@H:25]([NH:29][C:30](=[O:33])[O:31][CH3:32])[CH:26]([CH3:28])[CH3:27])=[CH:15][CH:14]=2)[N:8]([C:5]2[CH:6]=[CH:7][C:2]([F:1])=[CH:3][CH:4]=2)[C:9]=1[C:38]1[CH:39]=[CH:40][C:41]([C@:44]2([C:60](=[O:62])[NH2:61])[CH2:48][CH2:47][CH2:46][N:45]2[C:49](=[O:59])[C@@H:50]([NH:54][C:55](=[O:58])[O:56][CH3:57])[CH:51]([CH3:52])[CH3:53])=[CH:42][CH:43]=1. Procedure: To a suspension of the product from Example 51 (455 mg, 0.534 mmol) in CH2Cl2 (2.7 mL) was added a mixture of 1-bromopyrrolidine-2,5-dione (95 mg, 0.534 mmol) in CH2Cl2 (2.7 mL). The mixture was stirred overnight at room temperature then concentrated under reduced pressure and triturated with diethyl ether to provide a mixture of compounds that was subjected to reverse phase HPLC purification eluted with a gradient of 60-100% MeOH in 10 mM ammonium acetate to afford the title compound (84 mg, 17... Starting materials: CC1(COC(OC1)C(C)[C@H]1CC[C@H]2C3=CC=C4C[C@H](C[C@@H]([C@]4(C)[C@H]3CC[C@]12C)O)O)C (20-(5,5-dimethyl-1,3-dioxan-2-yl)pregna-5,7-diene-1α,3β-diol), C(C)(=O)OCC.CCCCCC (ethyl acetate hexane), solution, C1(=CC=C(C=C1)S(=O)(=O)O)C (p-toluenesulfonic acid). Solvent: CC(=O)C (acetone), CC(=O)C (acetone). Product: O[C@H]1C[C@@H](CC2=CC=C3[C@@H]4CC[C@H](C(C)C=O)[C@]4(CC[C@@H]3[C@@]12C)C)O (1α,3β-dihydroxypregna-5,7-diene-20-carbaldehyde). Yield: 81.3%. Reaction SMILES: CC1(C)CO[CH:5]([CH:8]([C@@H:10]2[C@:27]3([CH3:28])[C@H:13]([C:14]4[C@H:24]([CH2:25][CH2:26]3)[C@:22]3([CH3:23])[C:17]([CH2:18][C@@H:19]([OH:30])[CH2:20][C@@H:21]3[OH:29])=[CH:16][CH:15]=4)[CH2:12][CH2:11]2)[CH3:9])[O:4]C1.C1(C)C=CC(S(O)(=O)=O)=CC=1.C(OCC)(=O)C.CCCCCC>CC(C)=O>[OH:29][C@@H:21]1[C@@:22]2([CH3:23])[C:17](=[CH:16][CH:15]=[C:14]3[C@@H:24]2[CH2:25][CH2:26][C@@:27]2([CH3:28])[C@H:13]3[CH2:12][CH2:11][C@@H:10]2[CH:8]([CH:5]=[O:4])[CH3:9])[CH2:18][C@@H:19]([OH:30])[CH2:20]1 |f:2.3|. Procedure details: In 10 ml of acetone was dissolved 4.3 mg (0.010 mmole) of 20-(5,5-dimethyl-1,3-dioxan-2-yl)pregna-5,7-diene-1α,3β-diol, followed by addition of 1 ml of a 1 mmole/l solution of p-toluenesulfonic acid in acetone (containing 0.001 mmole of p-toluenesulfonic acid). The mixture was refluxed for 2 hours. The reaction mixture thus obtained was cooled to room temperature and the solvent was distilled off under reduced pressure. The residue was dissolved in 40 ml of methylene chloride and this methylene ... RXN SMILES: [F:1][C:2]1[CH:3]=[C:4]([C:9](=[C:13]([C:18]([O:20]C)=O)[C:14]([O:16][CH3:17])=[O:15])[CH:10]([F:12])[F:11])[CH:5]=[CH:6][C:7]=1[F:8].[F:22][C:23]1[C:24]([C:30](=[NH:32])[NH2:31])=[N:25][CH:26]=[C:27]([F:29])[CH:28]=1>O1CCOCC1>[F:12][CH:10]([F:11])[C:9]1([C:4]2[CH:5]=[CH:6][C:7]([F:8])=[C:2]([F:1])[CH:3]=2)[CH:13]([C:14]([O:16][CH3:17])=[O:15])[C:18](=[O:20])[NH:32][C:30]([C:24]2[C:23]([F:22])=[CH:28][C:27]([F:29])=[CH:26][N:25]=2)=[N:31]1. Run at temperature 40 celsius, time 8 hour. Reported procedure: Titanium tetrachloride (11.4 mL, 104.1 mmol) in dichloromethane (28 mL) was added dropwise to a flask containing tetrahydrofuran (205 mL) under a nitrogen atmosphere, cooled in icebath. Then 1-(3,4-difluorophenyl)-2,2-difluoro-ethanone (10 g, 52 mmol) and dimethyl malonate (5.93 mL, 52 mmol) were added both at once. The resulting mixture was stirred under nitrogen atmosphere for 60 minutes while cooling was continued. Then, pyridine (16.8 mL, 208 mmol) in tetrahydrofuran (37 mL) was added to the... Starting materials: FC=1C=C(C=CC1F)C(C(F)F)=C(C(=O)OC)C(=O)OC (Dimethyl 2-(1-(3,4-difluorophenyl)-2,2-difluoroethylidene)malonate), FC=1C(=NC=C(C1)F)C(N)=N (3,5-difluoropyridine-2-carboximidamide). Isolated yield 77.4%. Product: FC(C1(N=C(NC(C1C(=O)OC)=O)C1=NC=C(C=C1F)F)C1=CC(=C(C=C1)F)F)F (methyl 4-(difluoromethyl)-4-(3,4-difluorophenyl)-2-(3,5-difluoropyridin-2-yl)-6-oxo-1,4,5,6-tetrahydropyrimidine-5-carboxylate). Solvent: O1CCOCC1 (1,4-dioxane). Reactants: C(C)(C)(C)OC(NC1CNC2=CC=C(C=C2C1)C#N)=O ((6-cyano-1,2,3,4-tetrahydroquinolin-3-yl)-carbamic acid tert-butyl ester), C(C)(=O)O (acetic acid), ClC=1C=C(C=O)C=CC1 (3-chloro benzaldehyde), [BH-](OC(=O)C)(OC(=O)C)OC(=O)C.[Na+] (NaBH(OAc)3). The solvent is ClCCCl (DCE). Run at time 16 hour. Yields the product C(C)(C)(C)OC(NC1CN(C2=CC=C(C=C2C1)C#N)CC1=CC(=CC=C1)Cl)=O (N-[1-(3-Chlorobenzyl)-6-cyano-1,2,3,4-tetrahydroquinolin-3-yl]-carbamic acid tert-butyl ester). Isolated yield 47.8%. RXN SMILES: [C:1]([O:5][C:6](=[O:20])[NH:7][CH:8]1[CH2:17][C:16]2[C:11](=[CH:12][CH:13]=[C:14]([C:18]#[N:19])[CH:15]=2)[NH:10][CH2:9]1)([CH3:4])([CH3:3])[CH3:2].[Cl:21][C:22]1[CH:23]=[C:24]([CH:27]=[CH:28][CH:29]=1)[CH:25]=O.[BH-](OC(C)=O)(OC(C)=O)OC(C)=O.[Na+].C(O)(=O)C>ClCCCl>[C:1]([O:5][C:6](=[O:20])[NH:7][CH:8]1[CH2:17][C:16]2[C:11](=[CH:12][CH:13]=[C:14]([C:18]#[N:19])[CH:15]=2)[N:10]([CH2:25][C:24]2[CH:27]=[CH:28][CH:29]=[C:22]([Cl:21])[CH:23]=2)[CH2:9]1)([CH3:4])([CH3:2])[CH3:3] |f:2.3|. Procedure: To a solution of (6-cyano-1,2,3,4-tetrahydroquinolin-3-yl)-carbamic acid tert-butyl ester (820 mg, 3 mmol), prepared as described in Example 1C, and 3-chloro benzaldehyde (0.34 mL, 3 mmol) in DCE (10 mL) was added NaBH(OAc)3 (1.78 g, 8.4 mmol), followed by acetic acid (0-34 mL, 6 mmol). The reaction was stirred at RT for 16 h, then quenched with saturated aqueous NaHCO3, extracted with CH2Cl2 (30 mL×3). The organic extracts were washed with water, saturated aqueous NaCl, dried (Na2SO4), and conc... The reactants are ClC1=C(C=C(C=C1C(=C)CO)C#N)NC(OC(C)(C)C)=O (Tert-butyl (2-chloro-5-cyano-3-(3-hydroxyprop-1-en-2-yl)phenyl)carbamate). Reagents/catalysts: [Pd] (Pd/C). Run in CCO (EtOH). Conditions: time 1 hour. Product: ClC1=C(C=C(C=C1C(CO)C)C#N)NC(OC(C)(C)C)=O (Tert-butyl (2-chloro-5-cyano-3-(1-hydroxypropan-2-yl)phenyl)carbamate). Yield: 22.2%. Reaction SMILES: [Cl:1][C:2]1[C:7]([C:8]([CH2:10][OH:11])=[CH2:9])=[CH:6][C:5]([C:12]#[N:13])=[CH:4][C:3]=1[NH:14][C:15](=[O:21])[O:16][C:17]([CH3:20])([CH3:19])[CH3:18]>CCO.[Pd]>[Cl:1][C:2]1[C:7]([CH:8]([CH3:9])[CH2:10][OH:11])=[CH:6][C:5]([C:12]#[N:13])=[CH:4][C:3]=1[NH:14][C:15](=[O:21])[O:16][C:17]([CH3:20])([CH3:19])[CH3:18]. Procedure: Tert-butyl (2-chloro-5-cyano-3-(3-hydroxyprop-1-en-2-yl)phenyl)carbamate (161 mg, 0.521 mmol) was taken up in EtOH (3 mL) and the solution was purged with N2. Next, Pd/C (55.5 mg, 0.052 mmol) was added and the solution was again evacuated and purged with N2 3×. Next, a balloon with H2 was added, and the reaction was stirred for 1 h. The reaction mixture was filtered through celite, rinsing with MeOH. The solvent was removed in vacuo and the material was purified by flash column chromatography (0...